This data is from the Open Reaction Database (ORD), a public repository of structured organic reaction records. The task is: describe an organic reaction: reactants, conditions, products, and yield Starting materials: ClCCl, CCOC(C)=O, [Na+], [Na+], O, CCCc1nc(C)n(-c2ccc(OC3CCC(O)C(C)(C)C3)cc2)c(=O)c1Cc1ccc(-c2ccccc2-c2noc(=O)[nH]2)cc1, O=S([O-])([O-])=S. The product is CCCc1nc(C)n(-c2ccc(OC3CCC(=O)C(C)(C)C3)cc2)c(=O)c1Cc1ccc(-c2ccccc2-c2noc(=O)[nH]2)cc1. Reaction SMILES: [CH2:61]([Cl:62])[Cl:63].[CH3:47][CH2:48][O:49][C:50](=[O:51])[CH3:52].[Na+:59].[Na+:60].[OH2:53].[OH:1][CH:2]1[C:3]([CH3:45])([CH3:46])[CH2:4][CH:5]([O:8][c:9]2[cH:10][cH:11][c:12](-[n:15]3[c:16]([CH3:44])[n:17][c:18]([CH2:41][CH2:42][CH3:43])[c:19]([CH2:22][c:23]4[cH:24][cH:25][c:26](-[c:29]5[c:30](-[c:35]6[n:36][o:37][c:38](=[O:40])[nH:39]6)[cH:31][cH:32][cH:33][cH:34]5)[cH:27][cH:28]4)[c:20]3=[O:21])[cH:13][cH:14]2)[CH2:6][CH2:7]1.[S:54]([O-:55])([O-:56])(=[O:57])=[S:58]>>[O:1]=[C:2]1[C:3]([CH3:45])([CH3:46])[CH2:4][CH:5]([O:8][c:9]2[cH:10][cH:11][c:12](-[n:15]3[c:16]([CH3:44])[n:17][c:18]([CH2:41][CH2:42][CH3:43])[c:19]([CH2:22][c:23]4[cH:24][cH:25][c:26](-[c:29]5[c:30](-[c:35]6[n:36][o:37][c:38](=[O:40])[nH:39]6)[cH:31][cH:32][cH:33][cH:34]5)[cH:27][cH:28]4)[c:20]3=[O:21])[cH:13][cH:14]2)[CH2:6][CH2:7]1. The reactants are CC1(OB(OC1(C)C)C=1C(=NC=CC1)OCC1CN(CC1)C(=O)OC(C)(C)C)C (tert-butyl 3-(((3-(4,4,5,5-tetramethyl-1,3,2-dioxaborolan-2-yl)pyridine-2-yl)oxy)methyl)pyrrolidine-1-carboxylate), BrC1=CC(=C(C=C1)C=1N=CC(=NC1)N)F (5-(4-bromo-2-fluorophenyl)pyrazin-2-amine). Reaction SMILES: CC1(C)C(C)(C)OB([C:9]2[C:10]([O:15][CH2:16][CH:17]3[CH2:21][CH2:20][N:19]([C:22]([O:24][C:25]([CH3:28])([CH3:27])[CH3:26])=[O:23])[CH2:18]3)=[N:11][CH:12]=[CH:13][CH:14]=2)O1.Br[C:31]1[CH:36]=[CH:35][C:34]([C:37]2[N:38]=[CH:39][C:40]([NH2:43])=[N:41][CH:42]=2)=[C:33]([F:44])[CH:32]=1>>[NH2:43][C:40]1[N:41]=[CH:42][C:37]([C:34]2[CH:35]=[CH:36][C:31]([C:9]3[C:10]([O:15][CH2:16][CH:17]4[CH2:21][CH2:20][N:19]([C:22]([O:24][C:25]([CH3:26])([CH3:27])[CH3:28])=[O:23])[CH2:18]4)=[N:11][CH:12]=[CH:13][CH:14]=3)=[CH:32][C:33]=2[F:44])=[N:38][CH:39]=1. Yields the product NC=1N=CC(=NC1)C1=C(C=C(C=C1)C=1C(=NC=CC1)OCC1CN(CC1)C(=O)OC(C)(C)C)F (tert-Butyl 3-[({3-[4-(5-aminopyrazin-2-yl)-3-fluorophenyl]pyridin-2-yl}oxy)methyl]pyrrolidine-1-carboxylate). Procedure: The title compound was prepared using methods analogous to those described in Example 369 using tert-butyl 3-(((3-(4,4,5,5-tetramethyl-1,3,2-dioxaborolan-2-yl)pyridine-2-yl)oxy)methyl)pyrrolidine-1-carboxylate and 5-(4-bromo-2-fluorophenyl)pyrazin-2-amine in Step B. MS (ESI): mass calcd. for C25H28FN5O3, 465.22; m/z found, 466.2 [M+H]+. 1H NMR (400 MHz, CDCl3) δ 8.63-8.58 (m, 1H), 8.18-8.09 (m, 2H), 8.03-7.94 (m, 1H), 7.73-7.64 (m, 1H), 7.48-7.36 (m, 2H), 7.05-6.96 (m, 1H), 4.70 (s, 2H), 4.47-4.... Starting materials: CC=1N(C(=CC1)C)CCNC(=O)NC1=CC=C(C=C1)C(=O)OCC (N-(2-(2,5-dimethyl-1-pyrrolyl)ethyl)-N'-(4-ethoxycarbonylphenyl)urea), [OH-].[Na+] (sodium hydroxide), Cl (hydrochloric acid). The solvent is CO (methanol). Product: CC=1N(C(=CC1)C)CCNC(=O)NC1=CC=C(C=C1)C(=O)O (N-(2-(2,5-Dimethyl-1-pyrrolyl)ethyl)-N'-(4-carboxyphenyl)urea). Reaction SMILES: [CH3:1][C:2]1[N:3]([CH2:8][CH2:9][NH:10][C:11]([NH:13][C:14]2[CH:19]=[CH:18][C:17]([C:20]([O:22]CC)=[O:21])=[CH:16][CH:15]=2)=[O:12])[C:4]([CH3:7])=[CH:5][CH:6]=1.[OH-].[Na+].Cl>CO>[CH3:7][C:4]1[N:3]([CH2:8][CH2:9][NH:10][C:11]([NH:13][C:14]2[CH:15]=[CH:16][C:17]([C:20]([OH:22])=[O:21])=[CH:18][CH:19]=2)=[O:12])[C:2]([CH3:1])=[CH:6][CH:5]=1 |f:1.2|. Procedure: 3.3 g (0.01 mol) of N-(2-(2,5-dimethyl-1-pyrrolyl)ethyl)-N'-(4-ethoxycarbonylphenyl)urea, prepared as in Example 7, are stirred with 12 ml of methanol and 10 ml of 1 N sodium hydroxide solution at room temperature for 1 h and then acidified with dilute hydrochloric acid. The precipitated product is filtered off with suction and dried. Yield: 1.5 g (50% of theory), Melting point: 248°-250° C. Elemental analysis: C16H19N3O3 (301.35) calculated: C 63.8 H 6.4 N 13.9 O 15.9 found: C 63.4 H 6.2 N 13.9... Starting materials: O.C1(=CC=C(C=C1)S(=O)(=O)O)C (4-toluenesulfonic acid monohydrate), NC1=NC(=C(C(=C1C(=O)N)C1=CC=C(C=C1)OCCO)C#N)SCC=1N=C(SC1)C1=CC=C(C=C1)Cl (2-Amino-6-({[2-(4-chlorophenyl)-1,3-thiazol-4-yl]methyl}sulfanyl)-5-cyano-4-[4-(2-hydroxyethoxy)phenyl]pyridine-3-carboxamide), CO (methanol). The solvent is C(C)=O (acetaldehyde). Run at time 1 hour. The product is ClC1=CC=C(C=C1)C=1SC=C(N1)CSC=1C(=C(C2=C(NC(NC2=O)C)N1)C1=CC=C(C=C1)OCCO)C#N (7-({[2-(4-Chlorophenyl)-1,3-thiazol-4-yl]methyl}sulfanyl)-5-[4-(2-hydroxyethoxy)phenyl]-2-methyl-4-oxo-1,2,3,4-tetrahydropyrido[2,3-d]pyrimidine-6-carbonitrile). Reaction SMILES: [NH2:1][C:2]1[C:7]([C:8]([NH2:10])=[O:9])=[C:6]([C:11]2[CH:16]=[CH:15][C:14]([O:17][CH2:18][CH2:19][OH:20])=[CH:13][CH:12]=2)[C:5]([C:21]#[N:22])=[C:4]([S:23][CH2:24][C:25]2[N:26]=[C:27]([C:30]3[CH:35]=[CH:34][C:33]([Cl:36])=[CH:32][CH:31]=3)[S:28][CH:29]=2)[N:3]=1.O.[C:38]1(C)C=CC(S(O)(=O)=O)=C[CH:39]=1.CO>C(=O)C>[Cl:36][C:33]1[CH:32]=[CH:31][C:30]([C:27]2[S:28][CH:29]=[C:25]([CH2:24][S:23][C:4]3[C:5]([C:21]#[N:22])=[C:6]([C:11]4[CH:12]=[CH:13][C:14]([O:17][CH2:18][CH2:19][OH:20])=[CH:15][CH:16]=4)[C:7]4[C:8](=[O:9])[NH:10][CH:38]([CH3:39])[NH:1][C:2]=4[N:3]=3)[N:26]=2)=[CH:35][CH:34]=1 |f:1.2|. Reported procedure: Under argon, 138 mg (0.256 mmol) of the compound from Example 22A were initially charged in 3 ml of acetaldehyde, a spatula tip of 4-toluenesulfonic acid monohydrate was added and the mixture was stirred at RT for 1 h. 2.5 ml of methanol were then added to the reaction solution, and after 2 h the mixture was concentrated and the residue was purified by column chromatography (silica gel, toluene/acetonitrile 2:1→1:1). Reactants: C(#N)C1=C(N(N=C1C)C)NC(C1=C(C=CC=C1)F)=O (N-(4-Cyano-2,5-dimethyl-2H-pyrazol-3-yl)-2-fluoro-benzamide), OO (hydrogen peroxide), Cl (hydrochloric acid). Reaction conditions: temperature 90 celsius. As a reaction SMILES: [C:1]([C:3]1[C:7]([CH3:8])=[N:6][N:5]([CH3:9])[C:4]=1[NH:10][C:11](=O)[C:12]1[CH:17]=[CH:16][CH:15]=[CH:14][C:13]=1[F:18])#[N:2].[OH:20]O.Cl>[OH-].[Na+]>[F:18][C:13]1[CH:14]=[CH:15][CH:16]=[CH:17][C:12]=1[C:11]1[NH:2][C:1](=[O:20])[C:3]2[C:7]([CH3:8])=[N:6][N:5]([CH3:9])[C:4]=2[N:10]=1 |f:3.4|. Reported procedure: N-(4-Cyano-2,5-dimethyl-2H-pyrazol-3-yl)-2-fluoro-benzamide (5.0 g, 19.36 mmole) was suspended in 38 ml 1M sodium hydroxide and heated to 90° C. for 3 hours followed by addition of 30% hydrogen peroxide (10 ml) and further heating overnight. The reaction mixture was cooled to room temperature and acidified with dilute hydrochloric acid. The product was isolated by filtration, washed with water, and dried overnight under vacuum to obtain 3.39 g of product. (Yield 67%). Product: FC1=C(C=CC=C1)C=1NC(C2=C(N1)N(N=C2C)C)=O (6-(2-Fluoro-phenyl)-1,3-dimethyl-1,5-dihydro-pyrazolo[3,4-d]pyrimidin-4-one). Solvent: [OH-].[Na+] (sodium hydroxide). The yield is 67.0%. The reactants are O=C([O-])[O-], CN(C)C=O, ClCCc1c[nH]cn1, Cl, [I-], [K+], [K+], [Na+], COC(=O)c1ccc(O)cc1. Yields the product COC(=O)c1ccc(OCCc2c[nH]cn2)cc1. RXN SMILES: [C:21](=[O:22])([O-:23])[O-:24].[CH3:29][N:30]([CH3:31])[CH:32]=[O:33].[Cl:13][CH2:14][CH2:15][c:16]1[n:17][cH:18][nH:19][cH:20]1.[ClH:12].[I-:28].[K+:25].[K+:26].[Na+:27].[OH:1][c:2]1[cH:3][cH:4][c:5]([C:6](=[O:7])[O:8][CH3:9])[cH:10][cH:11]1>>[O:1]([c:2]1[cH:3][cH:4][c:5]([C:6](=[O:7])[O:8][CH3:9])[cH:10][cH:11]1)[CH2:14][CH2:15][c:16]1[n:17][cH:18][nH:19][cH:20]1.